This data is from the Open Reaction Database (ORD), a public repository of structured organic reaction records. The task is: describe an organic reaction: reactants, conditions, products, and yield Starting materials: ClC1=NC(=C2N=CN(C2=N1)C1CCCC1)Cl (2,6-dichloro-9-cyclopentylpurine), NC1CCN(CC1)CC1=CC=CC2=CC=CC=C12 (4-amino-1-(1-naphthyl)methylpiperidine). The solvent is C(C)N(CC)CC (triethylamine). The product is C1(CCCC1)N1C2=NC=NC=C2N=C1 (9-cyclopentylpurine). Reaction SMILES: Cl[C:2]1[N:10]=[C:9]2[C:5]([N:6]=[CH:7][N:8]2[CH:11]2[CH2:15][CH2:14][CH2:13][CH2:12]2)=[C:4](Cl)[N:3]=1.NC1CCN(CC2C3C(=CC=CC=3)C=CC=2)CC1>C(N(CC)CC)C>[CH:11]1([N:8]2[CH:7]=[N:6][C:5]3[C:9]2=[N:10][CH:2]=[N:3][CH:4]=3)[CH2:12][CH2:13][CH2:14][CH2:15]1. Procedure details: 2-Chloro-6-[4-1-(1-naphthyl)methyl]piperidinylamino]-9-cyclopentylpurine is prepared from 2,6-dichloro-9-cyclopentylpurine, 4-amino-1-(1-naphthyl)methylpiperidine, and triethylamine essentially as described above in Example 1, Scheme A, step b. Reactants: CCC(CC)C(Nc1ccc(C(=O)OC)cc1)c1sc2ccccc2c1C, CCO, [Na+], C1CCOC1, [OH-]. Product: CCC(CC)C(Nc1ccc(C(=O)O)cc1)c1sc2ccccc2c1C. As a reaction SMILES: [CH2:1]([CH3:2])[CH:3]([CH:4]([c:5]1[s:6][c:7]2[c:8]([c:9]1[CH3:10])[cH:11][cH:12][cH:13][cH:14]2)[NH:15][c:16]1[cH:17][cH:18][c:19]([C:20](=[O:21])[O:22][CH3:23])[cH:24][cH:25]1)[CH2:26][CH3:27].[CH3:35][CH2:36][OH:37].[Na+:34].[O:28]1[CH2:29][CH2:30][CH2:31][CH2:32]1.[OH-:33]>>[CH2:1]([CH3:2])[CH:3]([CH:4]([c:5]1[s:6][c:7]2[c:8]([c:9]1[CH3:10])[cH:11][cH:12][cH:13][cH:14]2)[NH:15][c:16]1[cH:17][cH:18][c:19]([C:20](=[O:21])[OH:22])[cH:24][cH:25]1)[CH2:26][CH3:27].